This data is from the Open Reaction Database (ORD), a public repository of structured organic reaction records. The task is: describe an organic reaction: reactants, conditions, products, and yield The reactants are solution, C(C)(=O)O (acetic acid), COC(=O)C=CC1=CC=C(C=C1)C1=NC=CC=C1S(=O)(=O)N(C1=NC=C(N=C1OC)C)C(=O)OCC(C)C (2-[4-(2-[methoxycarbonyl]vinyl)phenyl]-N-isobutoxycarbonyl-N-(3-methoxy-5-methylpyrazin-2-yl)pyridine-3-sulphonamide), N(=NC(=O)[O-])C(=O)[O-].[K+].[K+] (potassium azodicarboxylate). The solvent is C(OC)COC (dimethoxyethane), C(OC)COC (dimethoxyethane). Conditions: temperature 45 celsius, time 18 hour. The product is C(=O)(O)CCC1=CC=C(C=C1)C1=NC=CC=C1S(=O)(=O)NC1=NC=C(N=C1OC)C (2-[4-(2-carboxyethyl)phenyl]-N-(3-methoxy-5-methylpyrazin-2-yl)pyridine-3-sulphonamide). Isolated yield 21.2%. RXN SMILES: C(O)(=O)C.C[O:6][C:7]([CH:9]=[CH:10][C:11]1[CH:16]=[CH:15][C:14]([C:17]2[C:22]([S:23]([N:26](C(OCC(C)C)=O)[C:27]3[C:32]([O:33][CH3:34])=[N:31][C:30]([CH3:35])=[CH:29][N:28]=3)(=[O:25])=[O:24])=[CH:21][CH:20]=[CH:19][N:18]=2)=[CH:13][CH:12]=1)=[O:8].N(C([O-])=O)=NC([O-])=O.[K+].[K+]>C(COC)OC>[C:7]([CH2:9][CH2:10][C:11]1[CH:16]=[CH:15][C:14]([C:17]2[C:22]([S:23]([NH:26][C:27]3[C:32]([O:33][CH3:34])=[N:31][C:30]([CH3:35])=[CH:29][N:28]=3)(=[O:24])=[O:25])=[CH:21][CH:20]=[CH:19][N:18]=2)=[CH:13][CH:12]=1)([OH:8])=[O:6] |f:2.3.4|. Procedure details: A 1M solution of acetic acid in dimethoxyethane (5.6 ml) was added dropwise over 3 hours to a mixture of 2-[4-(2-[methoxycarbonyl]vinyl)phenyl]-N-isobutoxycarbonyl-N-(3-methoxy-5-methylpyrazin-2-yl)pyridine-3-sulphonamide (250 mg) and potassium azodicarboxylate (1.4 g) in dry dimethoxyethane (20 ml) at 45° C. The mixture was heated at 45° C. for 18 hours. Insoluble material was removed by filtration and the filtrate was concentrated. The residue was eluted through a pad of silica gel with ethyl ... Reactants: [BH4-], CO, CC(C)O, CCOC(=O)N1CCC(=Nc2c(Cl)cccc2Cl)CC1, [Na+]. Yields the product CCOC(=O)N1CCC(Nc2c(Cl)cccc2Cl)CC1. As a reaction SMILES: [BH4-:23].[CH3:21][OH:22].[CH3:25][CH:26]([OH:27])[CH3:28].[Cl:1][c:2]1[c:3]([N:9]=[C:10]2[CH2:11][CH2:12][N:13]([C:16](=[O:17])[O:18][CH2:19][CH3:20])[CH2:14][CH2:15]2)[c:4]([Cl:8])[cH:5][cH:6][cH:7]1.[Na+:24]>>[Cl:1][c:2]1[c:3]([NH:9][CH:10]2[CH2:11][CH2:12][N:13]([C:16](=[O:17])[O:18][CH2:19][CH3:20])[CH2:14][CH2:15]2)[c:4]([Cl:8])[cH:5][cH:6][cH:7]1. The reactants are BrC1=CC=2OCCNC2N=C1 (7-bromo-3,4-dihydro-2H-pyrido[3,2-b][1,4]oxazine), ClC1=CC(=C(C=C1)B(O)O)F ((4-chloro-2-fluorophenyl)boronic acid). Product: ClC1=CC(=C(C=C1)C1=CC=2OCCNC2N=C1)F (7-(4-Chloro-2-fluorophenyl)-3,4-dihydro-2H-pyrido[3,2-b][1,4]oxazine). RXN SMILES: Br[C:2]1[CH:11]=[N:10][C:9]2[NH:8][CH2:7][CH2:6][O:5][C:4]=2[CH:3]=1.[Cl:12][C:13]1[CH:18]=[CH:17][C:16](B(O)O)=[C:15]([F:22])[CH:14]=1>>[Cl:12][C:13]1[CH:18]=[CH:17][C:16]([C:2]2[CH:11]=[N:10][C:9]3[NH:8][CH2:7][CH2:6][O:5][C:4]=3[CH:3]=2)=[C:15]([F:22])[CH:14]=1. Procedure details: Prepared in a manner similar to that found in Example 1 using of 7-bromo-3,4-dihydro-2H-pyrido[3,2-b][1,4]oxazine with (4-chloro-2-fluorophenyl)boronic acid. 1H NMR (400 MHz, CDCl3) δ 7.84 (m, 1H), 7.35-7.28 (m, 1H), 7.20-7.14 (m, 3H), 4.29-4.25 (m, 2H), 3.64-3.58 (m, 2H). Reactants: COC(=O)C=1C=NC(=NC1)C=O (Methyl-2-formylpyrimidine-5-carboxylate), NC=1C=C(C#N)C=C(C1O)C(C)C (3-amino-4-hydroxy-5-isopropylbenzonitrile), ClC=1C(C(=C(C(C1Cl)=O)C#N)C#N)=O (2,3-dichloro-5,6-dicyano-p-benzoquinone). Solvent: CO (methanol). Run at time 30 minute. Yields the product COC(=O)C=1C=NC(=NC1)C=1OC2=C(N1)C=C(C=C2C(C)C)C#N (Methyl-2-(5-cyano-7-isopropyl-1,3-benzoxazol-2-yl)pyrimidine-5-carboxylate). Isolated yield 35.8%. RXN SMILES: [CH3:1][O:2][C:3]([C:5]1[CH:6]=[N:7][C:8]([CH:11]=[O:12])=[N:9][CH:10]=1)=[O:4].[NH2:13][C:14]1[CH:15]=[C:16]([CH:19]=[C:20]([CH:23]([CH3:25])[CH3:24])[C:21]=1O)[C:17]#[N:18].ClC1C(=O)C(C#N)=C(C#N)C(=O)C=1Cl>CO>[CH3:1][O:2][C:3]([C:5]1[CH:10]=[N:9][C:8]([C:11]2[O:12][C:21]3[C:20]([CH:23]([CH3:25])[CH3:24])=[CH:19][C:16]([C:17]#[N:18])=[CH:15][C:14]=3[N:13]=2)=[N:7][CH:6]=1)=[O:4]. Procedure: Methyl-2-formylpyrimidine-5-carboxylate (200 mg, 1.205 mmol) and 3-amino-4-hydroxy-5-isopropylbenzonitrile (212 mg, 1.205 mmol) were dissolved in methanol (5 ml). The mixture was concentrated, and then the residue was dissolved in dichloromethane (5 ml). To the above solution was added 2,3-dichloro-5,6-dicyano-p-benzoquinone (300.9 mg, 1.325 mmol) at room temperature. The solution was stirred at room temperature for 30 min, and then concentrated. The residue was partitioned between ethyl acetate...